This data is from the Open Reaction Database (ORD), a public repository of structured organic reaction records. The task is: describe an organic reaction: reactants, conditions, products, and yield Starting materials: FC(C(C(C(=O)OCC)C)=O)(F)F (ethyl 4,4,4-trifluoro-2-methyl-3-oxobutanoate), C(C)(C)NN (isopropylhydrazine), Cl (hydrochloric acid). Run in C(C)O (ethanol). Conditions: time 30 minute. Product: OC1=C(C(=NN1C(C)C)C(F)(F)F)C (5-hydroxy-4-methyl-1-iso-propyl-3-trifluoromethyl-1H-pyrazole). Yield: 86.9%. As a reaction SMILES: [CH:1]([NH:4][NH2:5])([CH3:3])[CH3:2].[F:6][C:7]([F:18])([F:17])[C:8](=O)[CH:9]([CH3:15])[C:10]([O:12]CC)=O.Cl>C(O)C>[OH:12][C:10]1[N:4]([CH:1]([CH3:3])[CH3:2])[N:5]=[C:8]([C:7]([F:6])([F:17])[F:18])[C:9]=1[CH3:15]. Procedure details: To a solution of 7.4 g (100.0 mmol) of isopropylhydrazine in 100 ml of ethanol was added dropwise under stirring 23.3 g (purity: 85.0%, 100.0 mmol) of ethyl 4,4,4-trifluoro-2-methyl-3-oxobutanoate under ice-cooling so that the temperature in the reaction system did not exceed 10° C. After the dropwise addition, the whole was stirred at room temperature for 30 minutes. Then, 1 ml of concentrated hydrochloric acid was added into the reaction solution, followed by 2 days of stirring under refluxing... The reactants are ClC1=C(C=CC(=C1)NS(=O)(=O)C1=CC=C(C=C1)C)NC([C@@](C(F)(F)F)(C)O)=O ((R)-N-[2-chloro-4-(4-methylphenylsulphonamido)phenyl]-2-hydroxy-2-methyl-3,3,3-trifluoropropanamide), C([O-])([O-])=O.[K+].[K+] (potassium carbonate), IC (iodomethane). Run in CC(=O)C (acetone). Conditions: time 64 hour. Reaction SMILES: [Cl:1][C:2]1[CH:7]=[C:6]([NH:8][S:9]([C:12]2[CH:17]=[CH:16][C:15]([CH3:18])=[CH:14][CH:13]=2)(=[O:11])=[O:10])[CH:5]=[CH:4][C:3]=1[NH:19][C:20](=[O:28])[C@:21]([OH:27])([CH3:26])[C:22]([F:25])([F:24])[F:23].[C:29](=O)([O-])[O-].[K+].[K+].IC>CC(C)=O>[Cl:1][C:2]1[CH:7]=[C:6]([N:8]([S:9]([C:12]2[CH:17]=[CH:16][C:15]([CH3:18])=[CH:14][CH:13]=2)(=[O:11])=[O:10])[CH3:29])[CH:5]=[CH:4][C:3]=1[NH:19][C:20](=[O:28])[C@:21]([OH:27])([CH3:26])[C:22]([F:25])([F:23])[F:24] |f:1.2.3|. The yield is 56.3%. Product: ClC1=C(C=CC(=C1)N(C)S(=O)(=O)C1=CC=C(C=C1)C)NC([C@@](C(F)(F)F)(C)O)=O ((R)-N-{2-Chloro-4-[N-(4-methylphenylsulphonyl)(N-methyl)amino]phenyl}-2-hydroxy-2-methyl-3,3,3-trifluoropropanamide). Procedure: A mixture of (R)-N-[2-chloro-4-(4-methylphenylsulphonamido)phenyl]-2-hydroxy-2-methyl-3,3,3-trifluoropropanamide (Example 356) (0.137 g), anhydrous potassium carbonate (0.043 g) and iodomethane (0.038 ml) in acetone (8 ml) was stirred for 64 hours. Volatile material was removed by evaporation and the residue was dissolved in ethyl acetate, washed with water and brine then dried. Volatile material was removed by evaporation and the residue was purified by elution through a Varian Isolute silica 1...